From a dataset of the Open Reaction Database (ORD), a public repository of structured organic reaction records. describe an organic reaction: reactants, conditions, products, and yield Reactants: NC1=CC(=C(C(=O)NCC2CCN(CC2)CCCCCN)C=C1Cl)OC (4-Amino-N-(1-(5-aminopentyl)piperidin-4-ylmethyl)-5-chloro-2-methoxybenzamide), COC1=CC=C(C=O)C=C1 (4-methoxybenzaldehyde). Product: NC1=CC(=C(C(=O)NCC2CCN(CC2)CCCCCNCC2=CC=C(C=C2)OC)C=C1Cl)OC (4-amino-5-chloro-2-methoxy-N-((1-(5-(4-methoxybenzylamino)pentyl)piperidin-4-yl)methyl)benzamide). The yield is 81.8%. RXN SMILES: [NH2:1][C:2]1[C:23]([Cl:24])=[CH:22][C:5]([C:6]([NH:8][CH2:9][CH:10]2[CH2:15][CH2:14][N:13]([CH2:16][CH2:17][CH2:18][CH2:19][CH2:20][NH2:21])[CH2:12][CH2:11]2)=[O:7])=[C:4]([O:25][CH3:26])[CH:3]=1.[CH3:27][O:28][C:29]1[CH:36]=[CH:35][C:32]([CH:33]=O)=[CH:31][CH:30]=1>>[NH2:1][C:2]1[C:23]([Cl:24])=[CH:22][C:5]([C:6]([NH:8][CH2:9][CH:10]2[CH2:11][CH2:12][N:13]([CH2:16][CH2:17][CH2:18][CH2:19][CH2:20][NH:21][CH2:33][C:32]3[CH:35]=[CH:36][C:29]([O:28][CH3:27])=[CH:30][CH:31]=3)[CH2:14][CH2:15]2)=[O:7])=[C:4]([O:25][CH3:26])[CH:3]=1. Procedure details: 4-Amino-N-(1-(5-aminopentyl)piperidin-4-ylmethyl)-5-chloro-2-methoxybenzamide (2 g) as starting compound and 4-methoxybenzaldehyde (0.78 g) were reacted and treated in the same manner as in Example 121 to give 2.15 g of 4-amino-5-chloro-2-methoxy-N-((1-(5-(4-methoxybenzylamino)pentyl)piperidin-4-yl)methyl)benzamide. The reactants are CCCCC1CCNCC1, CCCCCCC, CCOC(C)=O, COc1ccc2c(c1)N(CC(C)CI)C(=O)CO2. Product: CCCCC1CCN(CC(C)CN2C(=O)COc3ccc(OC)cc32)CC1. As a reaction SMILES: [CH2:19]([CH2:20][CH2:21][CH3:22])[CH:23]1[CH2:24][CH2:25][NH:26][CH2:27][CH2:28]1.[CH3:29][CH2:30][CH2:31][CH2:32][CH2:33][CH2:34][CH3:35].[CH3:36][CH2:37][O:38][C:39]([CH3:40])=[O:41].[I:1][CH2:2][CH:3]([CH2:4][N:5]1[C:6](=[O:17])[CH2:7][O:8][c:9]2[c:10]1[cH:11][c:12]([O:15][CH3:16])[cH:13][cH:14]2)[CH3:18]>>[CH2:2]([CH:3]([CH2:4][N:5]1[C:6](=[O:17])[CH2:7][O:8][c:9]2[c:10]1[cH:11][c:12]([O:15][CH3:16])[cH:13][cH:14]2)[CH3:18])[N:26]1[CH2:25][CH2:24][CH:23]([CH2:19][CH2:20][CH2:21][CH3:22])[CH2:28][CH2:27]1.